Dataset: the Open Reaction Database (ORD), a public repository of structured organic reaction records. Task: describe an organic reaction: reactants, conditions, products, and yield The reactants are CC=1N=C2N(C=CC(=C2)C)C1C(=O)OCC (ethyl 2,7-dimethylimidazo[1,2-a]pyridine-3-carboxylate), [Li+].[OH-] (LiOH). The solvent is C(C)O (ethanol). Yields the product CC=1N=C2N(C=CC(=C2)C)C1C(=O)O (2,7-dimethylimidazo[1,2-a]pyridine-3-carboxylic acid). Yield: 82.5%. RXN SMILES: [CH3:1][C:2]1[N:3]=[C:4]2[CH:9]=[C:8]([CH3:10])[CH:7]=[CH:6][N:5]2[C:11]=1[C:12]([O:14]CC)=[O:13].[Li+].[OH-]>C(O)C>[CH3:1][C:2]1[N:3]=[C:4]2[CH:9]=[C:8]([CH3:10])[CH:7]=[CH:6][N:5]2[C:11]=1[C:12]([OH:14])=[O:13] |f:1.2|. Reported procedure: The ethyl 2,7-dimethylimidazo[1,2-a]pyridine-3-carboxylate (6.4 g, 29.3 mmol) was dissolved in 75 mL of ethanol (95%), 1 M LiOH (60 mL, 60 mmol) was added and reaction was heated to reflux for 36 hours. The resulting solution was concentrated to dryness and then made acidic (pH˜2-3) with the addition of 4 N HCl; resulting solids were collected by filtration and rigorously dried to give 4.6 grams (82%) of 2,7-dimethylimidazo[1,2-a]pyridine-3-carboxylic acid, an off-white solid. mp 180-183° C.; 1H... The reactants are FC(C(C(C(F)(F)F)(F)F)(F)F)(S(=O)(=O)[O-])F.[K+] (potassium perfluorobutanesulfonate), [Br-].O=C(C[S+]1CCCC1)C(C)(C)C (2-oxo-3,3-dimethylbutyltetrahydrothiophenium bromide), C(C)(=O)OCC (ethyl acetate). Run in O (water), CO (methanol), CO (methanol). Yields the product FC(C(C(C(F)(F)F)(F)F)(F)F)(S(=O)(=O)[O-])F.O=C(C[S+]1CCCC1)C(C)(C)C (2-oxo-3,3-dimethylbutyltetrahydrothiophenium perfluorobutanesulfonate). Isolated yield 63.8%. RXN SMILES: [F:1][C:2]([F:17])([S:13]([O-:16])(=[O:15])=[O:14])[C:3]([F:12])([F:11])[C:4]([F:10])([F:9])[C:5]([F:8])([F:7])[F:6].[K+].[Br-].[O:20]=[C:21]([C:28]([CH3:31])([CH3:30])[CH3:29])[CH2:22][S+:23]1[CH2:27][CH2:26][CH2:25][CH2:24]1.C(OCC)(=O)C>O.CO>[F:17][C:2]([F:1])([S:13]([O-:16])(=[O:15])=[O:14])[C:3]([F:11])([F:12])[C:4]([F:10])([F:9])[C:5]([F:8])([F:7])[F:6].[O:20]=[C:21]([C:28]([CH3:31])([CH3:30])[CH3:29])[CH2:22][S+:23]1[CH2:27][CH2:26][CH2:25][CH2:24]1 |f:0.1,2.3,7.8|. Reported procedure: In a mixed solvent of 500 ml of water and 100 ml of methanol was dissolved 10 g of potassium perfluorobutanesulfonate, and to the solution was added a solution containing 7.75 g of 2-oxo-3,3-dimethylbutyltetrahydrothiophenium bromide dissolved in 50 ml of methanol. The aqueous solution was extracted twice with each 100 ml of chloroform, and the organic phase was washed with water and concentrated to obtain an oily product. To the oily product was added ethyl acetate, and the solution was again c...